Dataset: the Open Reaction Database (ORD), a public repository of structured organic reaction records. Task: describe an organic reaction: reactants, conditions, products, and yield Starting materials: [K] (Potassium), C(C)OC(C(=CO)C#N)=O (2-cyano-3-hydroxy-acrylic acid ethyl ester), P(Cl)(Cl)(Cl)(Cl)Cl (phosphorus pentachloride). The solvent is ClCCl (dichloromethane). Reaction conditions: time 2 hour. Yields the product C(C)OC(C(C#N)=CCl)=O (ethyl(chloromethylene)cyanoacetate). As a reaction SMILES: [K].[CH2:2]([O:4][C:5](=[O:11])[C:6]([C:9]#[N:10])=[CH:7]O)[CH3:3].P(Cl)(Cl)(Cl)(Cl)[Cl:13]>ClCCl>[CH2:2]([O:4][C:5](=[O:11])[C:6](=[CH:7][Cl:13])[C:9]#[N:10])[CH3:3] |^1:0|. Procedure: Potassium salt of 2-cyano-3-hydroxy-acrylic acid ethyl ester described in Preparation Example C-1 (18 g, 0.1 mol) was dissolved in dichloromethane (80 mL), phosphorus pentachloride (20.9 g, 0.1 mol) was added, and the solution was stirred for 2 hours under reflux. After the reaction was completed, the residue obtained by evaporating dichloromethane was subjected to distillation in vacuo, and ethyl(chloromethylene)cyanoacetate (9.5 g, 56 mmol) was obtained.